This data is from the Open Reaction Database (ORD), a public repository of structured organic reaction records. The task is: describe an organic reaction: reactants, conditions, products, and yield Starting materials: C(C)(C)(C)[Si](N1C=CC=2C1=NC=C(C2)C=O)(C)C (1-(tert-Butyl-dimethyl-silanyl)-1H-pyrrolo[2,3-b]pyridine-5-carbaldehyde), [O-]Cl=O.[Na+] (NaClO2), NaH2PO4.H2O. The solvent is C(C)(C)(C)O (tert-butanol), CC(C)=CC (2-methyl-2-butene), O (water). Product: C(C)(C)(C)[Si](N1C=CC=2C1=NC=C(C2)C(=O)O)(C)C (1-(tert-Butyl-dimethyl-silanyl)-1H-pyrrolo[2,3-b]pyridine-5-carboxylic acid). Isolated yield 16.4%. RXN SMILES: [C:1]([Si:5]([CH3:18])([CH3:17])[N:6]1[C:10]2=[N:11][CH:12]=[C:13]([CH:15]=[O:16])[CH:14]=[C:9]2[CH:8]=[CH:7]1)([CH3:4])([CH3:3])[CH3:2].[O-:19]Cl=O.[Na+]>C(O)(C)(C)C.CC(=CC)C.O>[C:1]([Si:5]([CH3:18])([CH3:17])[N:6]1[C:10]2=[N:11][CH:12]=[C:13]([C:15]([OH:19])=[O:16])[CH:14]=[C:9]2[CH:8]=[CH:7]1)([CH3:4])([CH3:3])[CH3:2] |f:1.2|. Procedure details: To a stirred and cooled (0° C.) solution of aldehyde 16 (115 mg, 0.44 mmol) in tert-butanol (3.1 mL) and 2-methyl-2-butene (0.77 mL) was added a solution of NaClO2 (194 mg, 2.1 mmol) and NaH2PO4.H2O (244 mg, 1.8 mmol) in water (2.31 mL) dropwise. When 16 was consumed (TLC) the mixture was partitioned between AcOEt and water. The organic layer was washed with saturated brine (1×), dried (MgSO4), filtered and concentrated to afford acid 11 (20 mg, 16%) as an off-white solid. 1H NMR (400 MHz; CDCl3... Starting materials: NCCNCC(=O)O (N-(2′-Aminoethyl)glycine), O1CCOCC1 (dioxane), C(OC1=C(C=C(C=C1)[N+](=O)[O-])C(C)(C)C)([O-])=O (tert-Butyl-4-nitrophenyl carbonate), O1CCOCC1 (dioxane), [OH-].[Na+] (sodium hydroxide), [OH-].[Na+] (sodium hydroxide), Cl (hydrochloric acid). Solvent: O (water). Run at temperature 0 celsius, time 8 hour. Product: C(=O)(OC(C)(C)C)C(CNCC(=O)O)N (N-(2-Boc-aminoethyl)glycine), C1=CC=C2C(=C1)C(=O)C(C2=O)(O)O (ninhydrin). RXN SMILES: [NH2:1][CH2:2][CH2:3][NH:4][CH2:5][C:6]([OH:8])=[O:7].[OH-:9].[Na+].[C:11](=[O:27])([O-])[O:12][C:13]1[CH:18]=[CH:17][C:16]([N+]([O-])=O)=[CH:15][C:14]=1[C:22](C)(C)C.Cl.[O:29]1[CH2:34][CH2:33][O:32]C[CH2:30]1>O>[C:11]([CH:2]([NH2:1])[CH2:3][NH:4][CH2:5][C:6]([OH:8])=[O:7])([O:12][C:13]([CH3:14])([CH3:18])[CH3:30])=[O:27].[CH:16]1[CH:15]=[C:14]2[C:22]([C:33]([OH:32])([OH:7])[C:34](=[O:29])[C:13]2=[CH:18][CH:17]=1)=[O:9] |f:1.2|. Procedure: The title compound was prepared by a modification of the procedure by Heimer, et al. Int. J. Pept., 1984, 23, 203-211 N-(2′-Aminoethyl)glycine (3.00 g; 25.4 mmol) was dissolved in water (50 ml), dioxane (50 ml) was added, and the pH was adjusted to 11.2 with 2 N sodium hydroxide. tert-Butyl-4-nitrophenyl carbonate (1, 7.29 g; 30.5 mmol) was dissolved in dioxane (40 ml) and added dropwise over a period of 2 h, during which time the pH was maintained at 11.2 with 2 N sodium hydroxide. The pH was a... Starting materials: ClC1=NC(=NC(=N1)Cl)N1CCOCC1 (4-(4,6-dichloro-1,3,5-triazin-2-yl)morpholine), CNC(=O)NC1=CC=C(C=C1)B1OC(C(O1)(C)C)(C)C (1-methyl-3-[4-(4,4,5,5-tetramethyl-[1,3,2]dioxaborolan-2-yl)-phenyl]-urea), C(=O)([O-])[O-].[Na+].[Na+] (Na2CO3). Reagents/catalysts: C=1C=CC(=CC1)[P](C=2C=CC=CC2)(C=3C=CC=CC3)[Pd]([P](C=4C=CC=CC4)(C=5C=CC=CC5)C=6C=CC=CC6)([P](C=7C=CC=CC7)(C=8C=CC=CC8)C=9C=CC=CC9)[P](C=1C=CC=CC1)(C=1C=CC=CC1)C=1C=CC=CC1 (Pd (PPh3)4). The solvent is COCCOC (1,2-dimethoxyethane). The product is ClC1=NC(=NC(=N1)N1CCOCC1)C1=CC=C(C=C1)NC(=O)NC (1-(4-(4-chloro-6-morpholino-1,3,5-triazin-2-yl)phenyl)-3-methylurea). The yield is 34.0%. RXN SMILES: Cl[C:2]1[N:7]=[C:6]([Cl:8])[N:5]=[C:4]([N:9]2[CH2:14][CH2:13][O:12][CH2:11][CH2:10]2)[N:3]=1.[CH3:15][NH:16][C:17]([NH:19][C:20]1[CH:25]=[CH:24][C:23](B2OC(C)(C)C(C)(C)O2)=[CH:22][CH:21]=1)=[O:18].C([O-])([O-])=O.[Na+].[Na+]>COCCOC.C1C=CC([P]([Pd]([P](C2C=CC=CC=2)(C2C=CC=CC=2)C2C=CC=CC=2)([P](C2C=CC=CC=2)(C2C=CC=CC=2)C2C=CC=CC=2)[P](C2C=CC=CC=2)(C2C=CC=CC=2)C2C=CC=CC=2)(C2C=CC=CC=2)C2C=CC=CC=2)=CC=1>[Cl:8][C:6]1[N:5]=[C:4]([N:9]2[CH2:14][CH2:13][O:12][CH2:11][CH2:10]2)[N:3]=[C:2]([C:23]2[CH:22]=[CH:21][C:20]([NH:19][C:17]([NH:16][CH3:15])=[O:18])=[CH:25][CH:24]=2)[N:7]=1 |f:2.3.4,^1:50,52,71,90|. Reported procedure: A mixture of compound 4-(4,6-dichloro-1,3,5-triazin-2-yl)morpholine (10 g, 42.7 mmol), Pd (PPh3)4 (2.46 g, 2.1 mmol), 1-methyl-3-[4-(4,4,5,5-tetramethyl-[1,3,2]dioxaborolan-2-yl)-phenyl]-urea. (11.7 g, 42.4 mmol) and 1N Na2CO3 (168 mL, 168 mmol) in degassed 1,2-dimethoxyethane (400 mL) was heated to 65° C. for 8 hours under N2 atmosphere. The reaction mixture filtered, diluted with water, extracted with ethyl acetate and washed with water, brine, dried over anhydrous Na2SO4, filtered and concent... Reactants: Br, O=C(O)C12CC3CC(CC(C3)C1)C2, CCOC(=O)c1csc(=N)n1CCOC. Product: CCOC(=O)c1csc(=NC(=O)C23CC4CC(CC(C4)C2)C3)n1CCOC. Reaction SMILES: [BrH:1].[C:17]12([C:27](=[O:28])[OH:29])[CH2:18][CH:19]3[CH2:20][CH:21]([CH2:22][CH:23]([CH2:24]1)[CH2:25]3)[CH2:26]2.[NH:2]=[c:3]1[s:4][cH:5][c:6]([C:12](=[O:13])[O:14][CH2:15][CH3:16])[n:7]1[CH2:8][CH2:9][O:10][CH3:11]>>[N:2](=[c:3]1[s:4][cH:5][c:6]([C:12](=[O:13])[O:14][CH2:15][CH3:16])[n:7]1[CH2:8][CH2:9][O:10][CH3:11])[C:27]([C:17]12[CH2:18][CH:19]3[CH2:20][CH:21]([CH2:22][CH:23]([CH2:24]1)[CH2:25]3)[CH2:26]2)=[O:28]. Starting materials: CN1C=C(CC=C1)C(NCCC1=CC(=C(C=C1)OC(C(C)(C)C)=O)OC(C(C)(C)C)=O)=O (1-Methyl-3-{N-[β-(3,4-dipivalyloxyphenyl)ethyl]}carbamoyl-1,4-dihydropyridine), OCH3, [2H]C(Cl)(Cl)Cl.[2H]O[2H] (CDCl3 D2O), 5a. The product is CN1C=C(CC=C1)C(NCCC1=CC(=C(C=C1)O)OC)=O (1-Methyl-3-{N-[β-(4-hydroxy-3-methoxyphenyl)ethyl]}carbamoyl-1,4-dihydropyridine). As a reaction SMILES: [CH3:1][N:2]1[CH:7]=[CH:6][CH2:5][C:4]([C:8](=[O:32])[NH:9][CH2:10][CH2:11][C:12]2[CH:17]=[CH:16][C:15]([O:18]C(=O)C(C)(C)C)=[C:14]([O:25][C:26](=O)C(C)(C)C)[CH:13]=2)=[CH:3]1.[2H]C(Cl)(Cl)Cl.[2H]O[2H]>>[CH3:1][N:2]1[CH:7]=[CH:6][CH2:5][C:4]([C:8](=[O:32])[NH:9][CH2:10][CH2:11][C:12]2[CH:17]=[CH:16][C:15]([OH:18])=[C:14]([O:25][CH3:26])[CH:13]=2)=[CH:3]1 |f:1.2|. Reported procedure: This compound was prepared following the same method as for the preparation of compound 5c. The crude solid obtained showed the same NMR (CDCl3 /D2O) pattern as compound 5a, except for a peak at δ 3.5 for the OCH3 protons. It was sufficiently pure for the determination of its retention time following the HPLC method of analysis detailed in EXAMPLE 18 below. No trials were made for its further crystallization or elemental analysis. Procedure: Dissolve 1.5 g. of 3-acetamido-3-deoxy-2,4,6-tri-O-benzyl-D-galactopyranosyl acetate in 75 ml. of dioxane containing 4% by weight of hydrogen chloride and add 35 ml. of acetyl chloride to the solution. Allow the mixture to stand in a dry nitrogen atmosphere for 16 hours at 40°. Evaporate the mixture to dryness in vacuo to a syrup. Repeatedly co-distil this residue with dry toluene until all hydrogen chloride is removed. Crystallize the resultant residue with hexane to obtain the title product of... The reactants are C(C)(=O)OC1[C@H](OCC2=CC=CC=C2)[C@H]([C@@H](OCC2=CC=CC=C2)[C@H](O1)COCC1=CC=CC=C1)NC(C)=O (3-acetamido-3-deoxy-2,4,6-tri-O-benzyl-D-galactopyranosyl acetate), Cl (hydrogen chloride), C(C)(=O)Cl (acetyl chloride). RXN SMILES: C(O[CH:5]1[O:26][C@H:25]([CH2:27][O:28][CH2:29][C:30]2[CH:35]=[CH:34][CH:33]=[CH:32][CH:31]=2)[C@H:16]([O:17][CH2:18][C:19]2[CH:24]=[CH:23][CH:22]=[CH:21][CH:20]=2)[C@H:15]([NH:36][C:37](=[O:39])[CH3:38])[C@H:6]1[O:7][CH2:8][C:9]1[CH:14]=[CH:13][CH:12]=[CH:11][CH:10]=1)(=O)C.Cl.C([Cl:44])(=O)C>O1CCOCC1>[C:37]([NH:36][C@H:15]1[C@@H:16]([O:17][CH2:18][C:19]2[CH:20]=[CH:21][CH:22]=[CH:23][CH:24]=2)[C@@H:25]([CH2:27][O:28][CH2:29][C:30]2[CH:35]=[CH:34][CH:33]=[CH:32][CH:31]=2)[O:26][C@H:5]([Cl:44])[C@@H:6]1[O:7][CH2:8][C:9]1[CH:14]=[CH:13][CH:12]=[CH:11][CH:10]=1)(=[O:39])[CH3:38]. The product is C(C)(=O)N[C@@H]1[C@H]([C@H](O[C@@H]([C@@H]1OCC1=CC=CC=C1)COCC1=CC=CC=C1)Cl)OCC1=CC=CC=C1 (3-Acetamido-3-deoxy-2,4,6-tri-O-benzyl-α-D-galactopyranosyl chloride). Conditions: time 16 hour. Run in O1CCOCC1 (dioxane).